From a dataset of the Open Reaction Database (ORD), a public repository of structured organic reaction records. describe an organic reaction: reactants, conditions, products, and yield Starting materials: ClCCl, CCN(CC=CC#CC(C)(C)C)Cc1cccc(N)c1, C(=NC1CCCCC1)=NC1CCCCC1, C1CCOC1, O=C(O)c1cccc(-n2cccc2)c1. The product is CCN(CC=CC#CC(C)(C)C)Cc1cccc(NC(=O)c2cccc(-n3cccc3)c2)c1. Reaction SMILES: [CH2:50]([Cl:51])[Cl:52].[CH3:1][C:2]([C:3]#[C:4][CH:5]=[CH:6][CH2:7][N:8]([CH2:9][CH3:10])[CH2:11][c:12]1[cH:13][c:14]([NH2:18])[cH:15][cH:16][cH:17]1)([CH3:19])[CH3:20].[CH:35]1([N:36]=[C:37]=[N:38][CH:39]2[CH2:40][CH2:41][CH2:42][CH2:43][CH2:44]2)[CH2:45][CH2:46][CH2:47][CH2:48][CH2:49]1.[O:53]1[CH2:54][CH2:55][CH2:56][CH2:57]1.[n:21]1(-[c:26]2[cH:27][c:28]([C:29](=[O:30])[OH:31])[cH:32][cH:33][cH:34]2)[cH:22][cH:23][cH:24][cH:25]1>>[CH3:1][C:2]([C:3]#[C:4][CH:5]=[CH:6][CH2:7][N:8]([CH2:9][CH3:10])[CH2:11][c:12]1[cH:13][c:14]([NH:18][C:29]([c:28]2[cH:27][c:26](-[n:21]3[cH:22][cH:23][cH:24][cH:25]3)[cH:34][cH:33][cH:32]2)=[O:30])[cH:15][cH:16][cH:17]1)([CH3:19])[CH3:20]. Starting materials: O=C1N(c2ccc(OC(F)(F)F)cc2)CCC12CCN(Cc1ccccc1)CC2O, CC(=O)O, CO, [Na+], [OH-], O. Product: O=C1N(c2ccc(OC(F)(F)F)cc2)CCC12CCNCC2O. As a reaction SMILES: [CH2:1]([c:2]1[cH:3][cH:4][cH:5][cH:6][cH:7]1)[N:8]1[CH2:9][CH:10]([OH:30])[C:11]2([CH2:12][CH2:13][N:14]([c:17]3[cH:18][cH:19][c:20]([O:23][C:24]([F:25])([F:26])[F:27])[cH:21][cH:22]3)[C:15]2=[O:16])[CH2:28][CH2:29]1.[CH3:31][C:32](=[O:33])[OH:34].[CH3:37][OH:38].[Na+:36].[OH-:35].[OH2:39]>>[NH:8]1[CH2:9][CH:10]([OH:30])[C:11]2([CH2:12][CH2:13][N:14]([c:17]3[cH:18][cH:19][c:20]([O:23][C:24]([F:25])([F:26])[F:27])[cH:21][cH:22]3)[C:15]2=[O:16])[CH2:28][CH2:29]1. Reactants: ClC1=CC=NC2=CC(=CC=C12)Cl (4,7-dichloroquinoline), NCCO (2-aminoethanol), [OH-].[Na+] (sodium hydroxide). Run at time 30 minute. Yields the product ClC1=CC=C2C(=CC=NC2=C1)NCCO (7-chloro-4-(β-hydroxyethylamino)quinoline). The yield is 93.0%. As a reaction SMILES: Cl[C:2]1[C:11]2[C:6](=[CH:7][C:8]([Cl:12])=[CH:9][CH:10]=2)[N:5]=[CH:4][CH:3]=1.[NH2:13][CH2:14][CH2:15][OH:16].[OH-].[Na+]>>[Cl:12][C:8]1[CH:7]=[C:6]2[C:11]([C:2]([NH:13][CH2:14][CH2:15][OH:16])=[CH:3][CH:4]=[N:5]2)=[CH:10][CH:9]=1 |f:2.3|. Reported procedure: A mixture of 4,7-dichloroquinoline (50.0 g, 252 mmol) and of 2-aminoethanol (46.26 g, 757 mmol) is heated, with magnetic stirring, at 150° C. for 15 min and then at 185° C. for 30 min. After returning to ambient temperature, the solid is suspended in 250 ml of a 10%, w/v, aqueous sodium hydroxide solution. The precipitate obtained is filtered off through sintered glass, washed with water and then brought to reflux in 125 ml of methanol for 15 min. After returning to ambient temperature, the prec...